This data is from the Open Reaction Database (ORD), a public repository of structured organic reaction records. The task is: describe an organic reaction: reactants, conditions, products, and yield Reactants: O.Cl.ClC1=CC(=C(N)C=C1)C(C(F)(F)F)=O (4-Chloro-2-trifluoroacetylaniline, hydrochloride hydrate), C1CCCCC1 (cyclohexane), C(C1=CC=CC=C1)(C1=CC=CC=C1)(C1=CC=CC=C1)O (trityl alcohol), [OH-].[Na+] (NaOH). The reagents and catalysts are CC=1C=CC(=CC1)S(=O)(=O)O (TsOH). Solvent: O (water), CC(C)(C)OC (MTBE). Product: C1(=CC=CC=C1)C(NC1=C(C=C(C=C1)Cl)C(C(F)(F)F)=O)(C1=CC=CC=C1)C1=CC=CC=C1 (N-Triphenylmethyl-4-chloro-2-trifluoroacetylaniline). Yield: 89.3%. Reaction SMILES: O.Cl.[Cl:3][C:4]1[CH:10]=[CH:9][C:7]([NH2:8])=[C:6]([C:11](=[O:16])[C:12]([F:15])([F:14])[F:13])[CH:5]=1.C1CCCCC1.[OH-].[Na+].[C:25](O)([C:38]1[CH:43]=[CH:42][CH:41]=[CH:40][CH:39]=1)([C:32]1[CH:37]=[CH:36][CH:35]=[CH:34][CH:33]=1)[C:26]1[CH:31]=[CH:30][CH:29]=[CH:28][CH:27]=1>CC1C=CC(S(O)(=O)=O)=CC=1.O.CC(OC)(C)C>[C:26]1([C:25]([C:32]2[CH:33]=[CH:34][CH:35]=[CH:36][CH:37]=2)([C:38]2[CH:39]=[CH:40][CH:41]=[CH:42][CH:43]=2)[NH:8][C:7]2[CH:9]=[CH:10][C:4]([Cl:3])=[CH:5][C:6]=2[C:11](=[O:16])[C:12]([F:14])([F:15])[F:13])[CH:27]=[CH:28][CH:29]=[CH:30][CH:31]=1 |f:0.1.2,4.5|. Procedure details: 4-Chloro-2-trifluoroacetylaniline, hydrochloride hydrate (84.4 g, 304 mmol), cyclohexane (350 mL), MTBE (95 mL), and water (100 mL) were stirred at room temperature. The resulting slurry was neutralized with 30 mL 10 N NaOH. To the organic phase was added trityl alcohol (91.0 g, 350 mmol) and TsOH (0.36 g, 1.9 mmol). The mixture was heated to reflux and 300 mL of solvent was distilled. Acetonitrile (350 mL) and diisopropylethyl amine (0.5 mL) were added and the distillation continued to remove 2... The reactants are Nc1nc(Cl)nc2c1ncn2C1OC(CO)C(O)C1O, NCCc1ccc(Br)s1. Product: Nc1nc(NCCc2ccc(Br)s2)nc2c1ncn2C1OC(CO)C(O)C1O. RXN SMILES: [Cl:1][c:2]1[n:3][c:4]([NH2:20])[c:5]2[n:6][cH:7][n:8]([CH:9]3[CH:10]([OH:11])[CH:12]([OH:13])[CH:14]([CH2:15][OH:16])[O:17]3)[c:18]2[n:19]1.[NH2:21][CH2:22][CH2:23][c:24]1[s:25][c:26]([Br:29])[cH:27][cH:28]1>>[c:2]1([NH:21][CH2:22][CH2:23][c:24]2[s:25][c:26]([Br:29])[cH:27][cH:28]2)[n:3][c:4]([NH2:20])[c:5]2[n:6][cH:7][n:8]([CH:9]3[CH:10]([OH:11])[CH:12]([OH:13])[CH:14]([CH2:15][OH:16])[O:17]3)[c:18]2[n:19]1.